Dataset: the Open Reaction Database (ORD), a public repository of structured organic reaction records. Task: describe an organic reaction: reactants, conditions, products, and yield The solvent is ClC(Cl)Cl (trichloromethane), O (water), ClC(Cl)Cl (trichloromethane), O (water). Reaction SMILES: Cl.[N:2]1([CH:7]([C:18]2[CH:23]=[CH:22][CH:21]=[CH:20][CH:19]=2)[C:8]2[CH:13]=[CH:12][C:11](N)=[C:10]([N+:15]([O-:17])=[O:16])[CH:9]=2)[CH:6]=[CH:5][N:4]=[CH:3]1.N([O-])=O.[Na+].[Cu][C:29]#[N:30].[C-]#N.[Na+].C([O-])([O-])=O.[Na+].[Na+].[NH4+].[OH-]>ClC(Cl)Cl.O>[N:2]1([CH:7]([C:18]2[CH:23]=[CH:22][CH:21]=[CH:20][CH:19]=2)[C:8]2[CH:13]=[CH:12][C:11]([C:29]#[N:30])=[C:10]([N+:15]([O-:17])=[O:16])[CH:9]=2)[CH:6]=[CH:5][N:4]=[CH:3]1 |f:2.3,5.6,7.8.9,10.11|. Yields the product 14.6, N1(C=NC=C1)C(C1=CC(=C(C#N)C=C1)[N+](=O)[O-])C1=CC=CC=C1 (4-[(1H-imidazol-1-yl)phenylmethyl]-2-nitrobenzonitrile). Procedure: To 200 ml of cooled (0°-5° C.) HCl 5N were added 19.3 parts of intermediate 51, namely 4-[(1H-imidazol-1-yl)phenylmethyl]-2-nitrobenzenamine, while stirring. When a homogeneous solution was obtained, there was added dropwise a solution of 4.75 parts of sodium nitrite in 40 parts of water at 0°-5° C. Stirring at 0°-5° C. was continued for 1/2 hour and then the mixture was added dropwise to a cooled (0°-5° C.) solution of 5.8 parts of copper(I)cyanide, 6.42 parts of sodium cyanide and 127.1 parts ... The yield is 73.2%. Starting materials: [NH4+].[OH-] (NH4OH), N(=O)[O-].[Na+] (sodium nitrite), [Cu]C#N (copper(I)cyanide), [C-]#N.[Na+] (sodium cyanide), C(=O)([O-])[O-].[Na+].[Na+] (Na2CO3), 700, Cl (HCl), intermediate 51, N1(C=NC=C1)C(C1=CC(=C(C=C1)N)[N+](=O)[O-])C1=CC=CC=C1 (4-[(1H-imidazol-1-yl)phenylmethyl]-2-nitrobenzenamine). Conditions: time 0.5 hour. The reactants are CN(C)CCS, N#Cc1cccc(Cl)n1, [H-], [Na+], C1CCOC1. The product is CN(C)CCSc1cccc(C#N)n1. Reaction SMILES: [CH3:1][N:2]([CH2:3][CH2:4][SH:5])[CH3:6].[Cl:9][c:10]1[n:11][c:12]([C:16]#[N:17])[cH:13][cH:14][cH:15]1.[H-:7].[Na+:8].[O:18]1[CH2:19][CH2:20][CH2:21][CH2:22]1>>[CH3:1][N:2]([CH2:3][CH2:4][S:5][c:10]1[n:11][c:12]([C:16]#[N:17])[cH:13][cH:14][cH:15]1)[CH3:6]. Reactants: CSC1=NC2=C(C(=NC1)C1=C(C=CC=C1)F)C=C(C=C2)Cl (2-(methylthio)-5-(o-fluorophenyl)-7-chloro-3H-1,4-benzodiazepine), C(C)OC(C(=O)NN)OCC (diethoxyacetic acid hydrazide). The solvent is CN(P(N(C)C)(N(C)C)=O)C (hexamethylphosphoric acid triamide). The product is C(C)OC(C1=NN=C2N1C1=C(C(=NC2)C2=C(C=CC=C2)F)C=C(C=C1)Cl)OCC (6-(o-fluorophenyl)-8-chloro-4H-s-triazolo[4,3-a][1,4]benzodiazepine-1-carboxaldehyde-diethylacetal). As a reaction SMILES: CS[C:3]1[CH2:9][N:8]=[C:7]([C:10]2[CH:15]=[CH:14][CH:13]=[CH:12][C:11]=2[F:16])[C:6]2[CH:17]=[C:18]([Cl:21])[CH:19]=[CH:20][C:5]=2[N:4]=1.[CH2:22]([O:24][CH:25]([O:30][CH2:31][CH3:32])[C:26]([NH:28][NH2:29])=O)[CH3:23]>CN(C)P(=O)(N(C)C)N(C)C>[CH2:22]([O:24][CH:25]([O:30][CH2:31][CH3:32])[C:26]1[N:4]2[C:5]3[CH:20]=[CH:19][C:18]([Cl:21])=[CH:17][C:6]=3[C:7]([C:10]3[CH:15]=[CH:14][CH:13]=[CH:12][C:11]=3[F:16])=[N:8][CH2:9][C:3]2=[N:29][N:28]=1)[CH3:23]. Procedure details: A solution of 15.9 g of 2-(methylthio)-5-(o-fluorophenyl)-7-chloro-3H-1,4-benzodiazepine and 9.7 g of diethoxyacetic acid hydrazide in 100 ml of hexamethylphosphoric acid triamide is heated for 10 hours at 140°; processing is then carried out analogously to the procedure described in Example 1, and the residue recrystallised from ethyl acetate/petroleum ether to obtain 6-(o-fluorophenyl)-8-chloro-4H-s-triazolo[4,3-a][1,4]benzodiazepine-1-carboxaldehyde-diethylacetal, M.P. 120°-121°.